Dataset: the Open Reaction Database (ORD), a public repository of structured organic reaction records. Task: describe an organic reaction: reactants, conditions, products, and yield The product is C(C)OC(=O)C=1C(C2=C(N=C(N=C2)NCCCN2CCN(CC2)C)N(C1)C1CCCCC1)=O (8-Cyclohexyl-2-[3-(4-methyl-piperazin-1-yl)-propylamino]-5-oxo-5,8-dihydro-pyrido[2,3-d]pyrimidine-6-carboxylic acid ethyl ester), solid. Starting materials: CN1CCN(CC1)CCCN (3-(4-methyl-piperazin-1-yl)-propylamine), C(C)OC(=O)C=1C(C2=C(N=C(N=C2)S(=O)(=O)C)N(C1)C1CCCCC1)=O (8-cyclohexyl-2-methanesulfonyl-5-oxo-5,8-dihydro-pyrido[2,3-d]pyrimidine-6-carboxylic acid ethyl ester). Procedure: Using the procedure outlined in Example 28 Step F, the title compound was prepared from 3-(4-methyl-piperazin-1-yl)-propylamine and 8-cyclohexyl-2-methanesulfonyl-5-oxo-5,8-dihydro-pyrido[2,3-d]pyrimidine-6-carboxylic acid ethyl ester (20 mg, 0.04 mmol). 8-Cyclohexyl-2-[3-(4-methyl-piperazin-1-yl)-propylamino]-5-oxo-5,8-dihydro-pyrido[2,3-d]pyrimidine-6-carboxylic acid ethyl ester was obtained as a white solid (17 mg, 80%). Mass Spectrum (LCMS, ESI pos.) Calcd. For C24H36N6O3: 457.28 (M+H). Foun... The yield is 80.0%. RXN SMILES: [CH3:1][N:2]1[CH2:7][CH2:6][N:5]([CH2:8][CH2:9][CH2:10][NH2:11])[CH2:4][CH2:3]1.[CH2:12]([O:14][C:15]([C:17]1[C:18](=[O:37])[C:19]2[CH:24]=[N:23][C:22](S(C)(=O)=O)=[N:21][C:20]=2[N:29]([CH:31]2[CH2:36][CH2:35][CH2:34][CH2:33][CH2:32]2)[CH:30]=1)=[O:16])[CH3:13]>>[CH2:12]([O:14][C:15]([C:17]1[C:18](=[O:37])[C:19]2[CH:24]=[N:23][C:22]([NH:11][CH2:10][CH2:9][CH2:8][N:5]3[CH2:6][CH2:7][N:2]([CH3:1])[CH2:3][CH2:4]3)=[N:21][C:20]=2[N:29]([CH:31]2[CH2:36][CH2:35][CH2:34][CH2:33][CH2:32]2)[CH:30]=1)=[O:16])[CH3:13]. Reaction conditions: time 2 hour. Procedure details: To a solution of 3-methylbut-2-enoyl isothiocyanate (2 g, 14.2 mmol, Eq: 1.00) in benzene (40.0 ml) was added a solution of piperidine (1.21 g, 1.4 ml, 14.2 mmol, Eq: 1.00) in benzene (20.0 ml). The mixture was stirred for 2 hours. The mixture was evaporated affording 3-methyl-but-2-enoic acid (piperidine-1-carbothioyl)-amide (3.32 g, 104%) as a yellow oil. MS: m/z=227.2 (M+H+) Yields the product N1(CCCCC1)C(=S)NC(C=C(C)C)=O (3-methyl-but-2-enoic acid (piperidine-1-carbothioyl)-amide). Reactants: CC(=CC(=O)N=C=S)C (3-methylbut-2-enoyl isothiocyanate), N1CCCCC1 (piperidine). RXN SMILES: [CH3:1][C:2]([CH3:9])=[CH:3][C:4]([N:6]=[C:7]=[S:8])=[O:5].[NH:10]1[CH2:15][CH2:14][CH2:13][CH2:12][CH2:11]1>C1C=CC=CC=1>[N:10]1([C:7]([NH:6][C:4](=[O:5])[CH:3]=[C:2]([CH3:9])[CH3:1])=[S:8])[CH2:15][CH2:14][CH2:13][CH2:12][CH2:11]1. Isolated yield 103.3%. Solvent: C1=CC=CC=C1 (benzene), C1=CC=CC=C1 (benzene).